From a dataset of the Open Reaction Database (ORD), a public repository of structured organic reaction records. describe an organic reaction: reactants, conditions, products, and yield The reactants are ClC(Cl)Cl, CCN1C(=O)N(c2c(F)c(OC)cc(OC)c2F)Cc2cnc(SC)nc21, O=S(=O)(c1ccccc1)N1OC1c1ccccc1. Reaction SMILES: [CH:46]([Cl:47])([Cl:48])[Cl:49].[F:1][c:2]1[c:3]([N:13]2[C:14](=[O:27])[N:15]([CH2:25][CH3:26])[c:16]3[n:17][c:18]([S:23][CH3:24])[n:19][cH:20][c:21]3[CH2:22]2)[c:4]([F:12])[c:5]([O:10][CH3:11])[cH:6][c:7]1[O:8][CH3:9].[c:28]1([CH:29]2[N:30]([S:31]([c:32]3[cH:33][cH:34][cH:35][cH:37][cH:38]3)(=[O:39])=[O:40])[O:36]2)[cH:41][cH:42][cH:43][cH:44][cH:45]1>>[F:1][c:2]1[c:3]([N:13]2[C:14](=[O:27])[N:15]([CH2:25][CH3:26])[c:16]3[n:17][c:18]([S:23]([CH3:24])=[O:36])[n:19][cH:20][c:21]3[CH2:22]2)[c:4]([F:12])[c:5]([O:10][CH3:11])[cH:6][c:7]1[O:8][CH3:9]. Product: CCN1C(=O)N(c2c(F)c(OC)cc(OC)c2F)Cc2cnc(S(C)=O)nc21. Reactants: C1(CCCCC1)C1(COC(OC1)(C)C)C(C)O (5-Cyclohexyl-2,2-dimethyl-5-(1-hydroxyethyl)-1,3-dioxane), O (water). Solvent: CO (methanol). Reaction conditions: time 6 hour. The product is C1(CCCCC1)C(CO)(C(C)O)CO (2-Cyclohexyl-2-hydroxymethyl-butan-1,3-diol). Reaction SMILES: [CH:1]1([C:7]2([CH:15]([OH:17])[CH3:16])[CH2:12][O:11]C(C)(C)[O:9][CH2:8]2)[CH2:6][CH2:5][CH2:4][CH2:3][CH2:2]1.O>CO>[CH:1]1([C:7]([CH2:8][OH:9])([CH:15]([OH:17])[CH3:16])[CH2:12][OH:11])[CH2:6][CH2:5][CH2:4][CH2:3][CH2:2]1. Reported procedure: 5-Cyclohexyl-2,2-dimethyl-5-(1-hydroxyethyl)-1,3-dioxane (1.5 g.) and Dowex 50×8-200 ion exchange resin (H+ form) (1.0 g.) in methanol (30 ml.) and water (10 ml.) was refluxed with stirring for six hours. The mixture was filtered and the filtrate was evaporated in vacuo. 2-Cyclohexyl-2-hydroxymethyl-butan-1,3-diol was obtained as a pale yellow oil (1.2 g.) and was used without further purification. Starting materials: ClC=1N=CN(C1)C1=C(C=C(N)C=C1F)F (4-(4-chloro-1H-imidazol-1-yl)-3,5-difluoroaniline), ( 2 ), ClC=1N=CN(C1)C1=C(C=C(C=C1F)[N+](=O)[O-])F (4-chloro-1-(2,6-difluoro-4-nitrophenyl)-1H-imidazole). Reagents/catalysts: [Pd] (Palladium on carbon). Solvent: CCO (EtOH). Reaction conditions: time 1.5 hour. Yields the product FC=1C=C(N)C=C(C1N1C=NC=C1)F (3,5-difluoro-4-(1H-imidazol-1-yl)aniline). Isolated yield 116.9%. RXN SMILES: Cl[C:2]1[N:3]=[CH:4][N:5]([C:7]2[C:12]([F:13])=[CH:11][C:10]([N+:14]([O-])=O)=[CH:9][C:8]=2[F:17])[CH:6]=1.ClC1N=CN(C2C(F)=CC(N)=CC=2F)C=1>[Pd].CCO>[F:13][C:12]1[CH:11]=[C:10]([CH:9]=[C:8]([F:17])[C:7]=1[N:5]1[CH:6]=[CH:2][N:3]=[CH:4]1)[NH2:14]. Procedure: Step J (2): 10% Palladium on carbon (0.500 g) was added under an atmosphere of nitrogen to a solution of 4-chloro-1-(2,6-difluoro-4-nitrophenyl)-1H-imidazole (1.9 g, 7.32 mmol) in EtOH (30 mL). The flask was repeated evacuated and flushed with hydrogen gas (double balloon). The resulting mixture was allowed to warm to rt and left to stir for 1.5 h under the hydrogen atmosphere. Purged with nitrogen gas. Filtered the crude reaction mixture through a short plug of diatomaceous earth (Celite®). Rin... Starting materials: C(C)(=O)SC\C(\C(=O)O)=C\C1=CC=CC=C1 ((E)-2-acetylthiomethyl-3-phenylpropenoic acid), NCCC(=O)OC (methyl β-alaninate), ether petroleum ether. The product is O=C(/C(=C\C1=CC=CC=C1)/CSC(C)=O)NCCC(=O)OC (methyl N-(E)-[1-oxo-2-(acetylthiomethyl)-3-phenylpropenyl]-β-alaninate). Yield: 60.0%. Reaction SMILES: [C:1]([S:4][CH2:5]/[C:6](=[CH:10]/[C:11]1[CH:16]=[CH:15][CH:14]=[CH:13][CH:12]=1)/[C:7]([OH:9])=O)(=[O:3])[CH3:2].[NH2:17][CH2:18][CH2:19][C:20]([O:22][CH3:23])=[O:21]>>[O:9]=[C:7]([NH:17][CH2:18][CH2:19][C:20]([O:22][CH3:23])=[O:21])/[C:6](/[CH2:5][S:4][C:1](=[O:3])[CH3:2])=[CH:10]\[C:11]1[CH:16]=[CH:15][CH:14]=[CH:13][CH:12]=1. Procedure details: The (E)-2-acetylthiomethyl-3-phenylpropenoic acid described in Example 1 (step C) is coupled with methyl β-alaninate according to the experimental procedure described in Example 1 (step D). Yield: 60% (after flash chromatography, eluent: ether/petroleum ether 6/4) m.p. 54° C. IR (nujol): 3280, 1720, 1680, 1630, 1610 cm-1 1H NMR: 7.20, (s, 5H); 6.80 (s, 1H); 5.90 (broad s, 1H); 3.85 (s, 2H); 3.50 (s, 3H); 3.60 to 3.30 (m, 2H); 2.35 (t, 2H, J=5.30 Hz); 2.25 (s, 3H). Microanalysis: C16H19O4NS Calc.... Solvent: C(C)#N (acetonitrile). Isolated yield 42.0%. The product is C(C)C(=C(C(=O)N)C#N)N1CCOCC1 (3-Ethyl-3-morpholino-2-cyanoacrylamide). The reactants are C(#N)CC(=O)N (cyanoacetamide), C(C)OC(CC)(OCC)OCC (triethylorthopropionate), N1CCOCC1 (morpholine). Run at temperature 25 celsius. As a reaction SMILES: [C:1]([CH2:3][C:4]([NH2:6])=[O:5])#[N:2].C(O[C:10](OCC)(OCC)[CH2:11][CH3:12])C.[NH:19]1[CH2:24][CH2:23][O:22][CH2:21][CH2:20]1>C(#N)C>[CH2:11]([C:12]([N:19]1[CH2:24][CH2:23][O:22][CH2:21][CH2:20]1)=[C:3]([C:1]#[N:2])[C:4]([NH2:6])=[O:5])[CH3:10]. Procedure details: A stirred mixture of cyanoacetamide (84 g.), triethylorthopropionate (193 g.) and morpholine (108 g.) was heated under reflux for 3 hours. The initial reflux temperature was 121° C. and the final reflux temperature was 91° C. At the end of the reflux period acetonitrile (50 ml.) was added, the mixture was cooled to 25° C., the crystalline precipitate was collected, and washed with 2 × 100 ml. of cold ethanol. Weight = 87 g. Yield = 42%. A sample was recrystallized from ethanol as white needles m...